From a dataset of the Open Reaction Database (ORD), a public repository of structured organic reaction records. describe an organic reaction: reactants, conditions, products, and yield Starting materials: ClC1=C(C(=CC(=C1)Cl)Cl)NN=C(C(=O)OCC)C (ethyl pyruvate (2,4,6-trichlorophenyl)hydrazone), ClCl (chlorine). Run in C(Cl)(Cl)(Cl)Cl (carbon tetrachloride). Conditions: temperature 25 celsius. Product: ClC(C(=O)OCC)(C)N=NC1=C(C=C(C=C1Cl)Cl)Cl (ethyl 2-chloro-2-[(2,4,6-trichlorophenyl)azo]propionate). RXN SMILES: [Cl:1][C:2]1[CH:7]=[C:6]([Cl:8])[CH:5]=[C:4]([Cl:9])[C:3]=1[NH:10][N:11]=[C:12]([CH3:18])[C:13]([O:15][CH2:16][CH3:17])=[O:14].[Cl:19]Cl>C(Cl)(Cl)(Cl)Cl>[Cl:19][C:12]([N:11]=[N:10][C:3]1[C:2]([Cl:1])=[CH:7][C:6]([Cl:8])=[CH:5][C:4]=1[Cl:9])([CH3:18])[C:13]([O:15][CH2:16][CH3:17])=[O:14]. Reported procedure: A solution consisting of 9.0 g. ethyl pyruvate (2,4,6-trichlorophenyl)hydrazone (mixed isomers) and 100 ml. carbon tetrachloride was chilled to minus 10° (-10° ) C. and 5 ml. chlorine gas was added. After allowing the reaction mixture to warm up to about 25° C., the carbon tetrachloride was removed by evaporation under reduced pressure. The oily residue that remained was dissolved in a mixture of benzene and technical hexane (1 part of benzene to 4 parts of the latter). This solution was poured ... Starting materials: O=C([O-])[O-], C1COCCO1, O=C(Cl)c1ccc(Cl)cc1Cl, Cl, [K+], [K+], NS(=O)(=O)C=Cc1cccs1. The product is O=C(NS(=O)(=O)C=Cc1cccs1)c1ccc(Cl)cc1Cl. As a reaction SMILES: [C:12](=[O:13])([O-:14])[O-:15].[CH2:30]1[O:31][CH2:32][CH2:33][O:34][CH2:35]1.[Cl:1][c:2]1[c:3]([C:4](=[O:5])[Cl:6])[cH:7][cH:8][c:9]([Cl:11])[cH:10]1.[ClH:29].[K+:16].[K+:17].[s:18]1[c:19]([CH:23]=[CH:24][S:25](=[O:26])(=[O:27])[NH2:28])[cH:20][cH:21][cH:22]1>>[Cl:1][c:2]1[c:3]([C:4](=[O:5])[NH:28][S:25]([CH:24]=[CH:23][c:19]2[s:18][cH:22][cH:21][cH:20]2)(=[O:26])=[O:27])[cH:7][cH:8][c:9]([Cl:11])[cH:10]1. Starting materials: CN1CCCC1CCCl, Cl, [I-], [K+], [K+], O=C1COc2cc([N+](=O)[O-])ccc2N1, [Na+], O=C([O-])[O-], CN(C)C=O, O. The product is CN1CCCC1CCN1C(=O)COc2cc([N+](=O)[O-])ccc21. As a reaction SMILES: [Cl:16][CH2:17][CH2:18][CH:19]1[N:20]([CH3:24])[CH2:21][CH2:22][CH2:23]1.[ClH:15].[I-:25].[K+:27].[K+:28].[N+:1](=[O:2])([O-:3])[c:4]1[cH:5][cH:6][c:7]2[c:8]([cH:14]1)[O:9][CH2:10][C:11](=[O:13])[NH:12]2.[Na+:26].[O-:29][C:30]([O-:31])=[O:32].[O:33]=[CH:34][N:35]([CH3:36])[CH3:37].[OH2:38]>>[N+:1](=[O:2])([O-:3])[c:4]1[cH:5][cH:6][c:7]2[c:8]([cH:14]1)[O:9][CH2:10][C:11](=[O:13])[N:12]2[CH2:17][CH2:18][CH:19]1[N:20]([CH3:24])[CH2:21][CH2:22][CH2:23]1. Starting materials: COC=1C=C2CCC(C(C2=CC1)CC(=O)C1=CC=CC=C1)=O (6-methoxy-1-phenacyl-2-tetralone), NC1=CC=C(C(C(=O)O)=C1)O (5-aminosalicylic acid). The solvent is C(C)(=O)O (acetic acid). The product is C(=O)(O)C=1C=C(C=CC1O)N1C(=CC=2C3=C(CCC12)C=C(C=C3)OC)C3=CC=CC=C3 (3-(3-Carboxy-4-hydroxyphenyl)-4,5-dihydro-7-methoxy-2-phenylbenz[e]indole). Isolated yield 64.4%. Reaction SMILES: [CH3:1][O:2][C:3]1[CH:4]=[C:5]2[C:10](=[CH:11][CH:12]=1)[CH:9]([CH2:13][C:14]([C:16]1[CH:21]=[CH:20][CH:19]=[CH:18][CH:17]=1)=O)[C:8](=O)[CH2:7][CH2:6]2.[NH2:23][C:24]1[CH:32]=[C:28]([C:29]([OH:31])=[O:30])[C:27]([OH:33])=[CH:26][CH:25]=1>C(O)(=O)C>[C:29]([C:28]1[CH:32]=[C:24]([N:23]2[C:8]3[CH2:7][CH2:6][C:5]4[CH:4]=[C:3]([O:2][CH3:1])[CH:12]=[CH:11][C:10]=4[C:9]=3[CH:13]=[C:14]2[C:16]2[CH:17]=[CH:18][CH:19]=[CH:20][CH:21]=2)[CH:25]=[CH:26][C:27]=1[OH:33])([OH:31])=[O:30]. Procedure details: A mixture of 5.8 g. (0.02 mole) of 6-methoxy-1-phenacyl-2-tetralone, 3.02 g. (0.02 mole) of 5-aminosalicylic acid, and 20 ml. of glacial acetic acid was heated under reflux for 1 hour, cooled, and filtered. The collected solid was washed with acetic acid and petroleum ether and recrystallized from acetonitrile to provide 5.3 g (67%) of pale yellow crystals, m.p. 233°-234°.